Dataset: the Open Reaction Database (ORD), a public repository of structured organic reaction records. Task: describe an organic reaction: reactants, conditions, products, and yield The reactants are C(C1=CC=CC=C1)Br (benzyl bromide), [C@@H]1([C@H](O)[C@H](O)[C@@H](CO)O1)N1C=NC=2C(O)=NC=NC12 (inosine), C(C)(=O)OCC (ethyl acetate). Solvent: CS(=O)C (dimethyl sulfoxide). Conditions: time 8 hour. The product is C(C1=CC=CC=C1)N1C=NC=2N=CNC(C12)=O (7-Benzyl-1,7-dihydropurin-6-one). Reaction SMILES: [C@@H]1([N:10]2[C:19]3[N:18]=[CH:17][N:16]=[C:14]([OH:15])[C:13]=3[N:12]=[CH:11]2)O[C@H](CO)[C@@H](O)[C@H]1O.[CH2:20](Br)[C:21]1[CH:26]=[CH:25][CH:24]=[CH:23][CH:22]=1.C(OCC)(=O)C>CS(C)=O>[CH2:20]([N:12]1[C:13]2[C:14](=[O:15])[NH:16][CH:17]=[N:18][C:19]=2[N:10]=[CH:11]1)[C:21]1[CH:26]=[CH:25][CH:24]=[CH:23][CH:22]=1. Reported procedure: 18.23 g of inosine was dissolved in 90 ml of dimethyl sulfoxide, and 16 ml of benzyl bromide was added thereto. The mixture was stirred at room temperature overnight. The reaction solution was poured into 3 L of ethyl acetate. The resulting supernatant was removed and the precipitated oil was dissolved in 10% hydrochloric acid (135 ml). The solution was heated at 70° C. with stirring for 4 hours. The solution was cooled to room temperature, and then neutralized to pH 7 using a 5N aqueous sodium ... The reactants are C(=O)=O (CO2), C=1C=CC(=C(C1)CC(=O)O)NC=2C(=CC=CC2Cl)Cl (diclofenac), C(=O)=O (CO2), C1=CC=C(C(=C1)CC(=O)O)NC2=C(C=C(C=C2Cl)O)Cl (4'-hydroxydiclofenac), CC1=C(C=2C=C(C=CC2N1C(=O)C=3C=CC(=CC3)Cl)OC)CC(=O)O (indomethacin). Solvent: C(CCC\C=C/C\C=C/C\C=C/C\C=C/CCCCC)(=O)O (arachidonic acid). Yields the product CCCCC[C@@H](/C=C/[C@H]1[C@@H](CC(=O)[C@@H]1C/C=C\CCCC(=O)O)O)O (prostaglandin E2). RXN SMILES: C(=O)=[O:2].[CH:4]1C=[C:8]([CH2:10][C:11]([OH:13])=[O:12])[C:7](NC2C(Cl)=CC(O)=CC=2Cl)=[CH:6][CH:5]=1.[CH3:24][C:25]1N(C(C2C=CC(Cl)=CC=2)=O)[C:32]2[CH:31]=[CH:30][C:29]([O:43]C)=[CH:28][C:27]=2[C:26]=1[CH2:45][C:46]([OH:48])=O.[CH:49]1C=CC(NC2C(Cl)=CC=CC=2Cl)=C(CC(O)=O)[CH:54]=1>C(O)(=O)CCC/C=C\C/C=C\C/C=C\C/C=C\CCCCC>[CH3:49][CH2:54][CH2:32][CH2:31][CH2:30][C@H:29]([OH:43])/[CH:28]=[CH:27]/[C@@H:26]1[C@@H:45]([CH2:4]/[CH:5]=[CH:6]\[CH2:7][CH2:8][CH2:10][C:11]([OH:13])=[O:12])[C:46](=[O:48])[CH2:24][C@H:25]1[OH:2]. Procedure details: Synovial tissue obtained from a patient suffering from chronic articular rheumatism was placed in a Petri dish, cut and shredded, to which a 0.2% solution of collagenase was added. The mixture was left over for 2 hours under conditions of 5% CO2 and 37° C. An equiamount of a 0.25% solution of trypsin was further added, and the resultant mixture was left over for 2 hours. After cells isolated were collected and centrifuged (170 ×g, 10 minutes) to remove the supernatant liquid thereof, a medium [o...